From a dataset of the Open Reaction Database (ORD), a public repository of structured organic reaction records. describe an organic reaction: reactants, conditions, products, and yield The reactants are C(C1=CC=CC=C1)#N (benzonitrile), Cl.NO (hydroxylamine hydrochloride), CO (methanol). Reaction conditions: temperature 50 celsius, time 16 hour. The product is ONC(C1=CC=C(C=C1)CO)=N (N-hydroxy-4-(hydroxymethyl)benz-imidamide). RXN SMILES: [C:1](#[N:8])[C:2]1[CH:7]=[CH:6][CH:5]=[CH:4][CH:3]=1.Cl.[NH2:10][OH:11].[CH3:12][OH:13]>>[OH:11][NH:10][C:1](=[NH:8])[C:2]1[CH:7]=[CH:6][C:5]([CH2:12][OH:13])=[CH:4][CH:3]=1 |f:1.2|. Reported procedure: To a solution of the benzonitrile intermediate in methanol was added hydroxylamine hydrochloride. After heating to 50° C. with stirring for 16 h, the reaction mixture was cooled to RT and concentrated to afford the corresponding N-hydroxy-4-(hydroxymethyl)benz-imidamide derivative. As a reaction SMILES: [C:1]([N:8]1[CH2:12][C@H:11]([C:13]2[CH:18]=[CH:17][CH:16]=[CH:15][CH:14]=2)[CH2:10][C@H:9]1[C:19]([OH:21])=[O:20])([O:3][C:4]([CH3:7])([CH3:6])[CH3:5])=[O:2].[C:22](=O)([O-])[O-].[K+].[K+].CI.C(OCC)(=O)C>CN(C)C=O>[CH3:22][O:20][C:19]([C@@H:9]1[CH2:10][C@@H:11]([C:13]2[CH:18]=[CH:17][CH:16]=[CH:15][CH:14]=2)[CH2:12][N:8]1[C:1]([O:3][C:4]([CH3:7])([CH3:6])[CH3:5])=[O:2])=[O:21] |f:1.2.3|. Yields the product COC(=O)[C@H]1N(C[C@@H](C1)C1=CC=CC=C1)C(=O)OC(C)(C)C ((2S,4S)-4-Phenyl-pyrrolidine-1,2-dicarboxylic acid 1-tert-butyl ester 2-methyl ester). Conditions: time 48 hour. The reactants are C(C)(=O)OCC (ethyl acetate), C([O-])([O-])=O.[K+].[K+] (potassium carbonate), CI (methyl iodide), C(=O)(OC(C)(C)C)N1[C@@H](C[C@H](C1)C1=CC=CC=C1)C(=O)O ((2S,4S)-Boc-4-phenyl-pyrrolidine-2-carboxylic acid). Procedure details: 4.48 g of commercially available (2S,4S)-Boc-4-phenyl-pyrrolidine-2-carboxylic acid (15.37 mmol) were dissolved in 50 ml dimethylformamide. 2.59 g of potassium carbonate (18.76 mmol) and 2.66 g of methyl iodide (18.76 mmol) were added and the reaction was stirred for 48 h at room temperature. Standard work-up with ethyl acetate yielded 5.3 of the product. The solvent is CN(C=O)C (dimethylformamide). The reactants are ClCc1ccc(OCc2ccccc2)cc1, CI, CC(C)(C)OC(=O)N1CCNC(=O)C1S(=O)(=O)c1ccccc1. Product: CC(C)(C)OC(=O)N1CCNC(=O)C1(C)S(=O)(=O)c1ccccc1. As a reaction SMILES: [CH2:3]([O:4][c:5]1[cH:6][cH:7][c:8]([CH2:9][Cl:10])[cH:11][cH:12]1)[c:13]1[cH:14][cH:15][cH:16][cH:17][cH:18]1.[CH3:1][I:2].[c:19]1([S:25](=[O:26])(=[O:27])[CH:28]2[N:29]([C:35](=[O:36])[O:37][C:38]([CH3:39])([CH3:40])[CH3:41])[CH2:30][CH2:31][NH:32][C:33]2=[O:34])[cH:20][cH:21][cH:22][cH:23][cH:24]1>>[CH3:3][C:28]1([S:25]([c:19]2[cH:20][cH:21][cH:22][cH:23][cH:24]2)(=[O:26])=[O:27])[N:29]([C:35](=[O:36])[O:37][C:38]([CH3:39])([CH3:40])[CH3:41])[CH2:30][CH2:31][NH:32][C:33]1=[O:34].